This data is from the Open Reaction Database (ORD), a public repository of structured organic reaction records. The task is: describe an organic reaction: reactants, conditions, products, and yield Reactants: Br, CCOCC, [Cl-], ClC(Cl)(Cl)c1ccccc1, ClCc1ccc(Cl)cc1Cl, [NH4+], CC(C)(C)CCC(=O)c1cccnc1. Yields the product CC(C)(C)CCC(O)(Cc1ccc(Cl)cc1Cl)c1cccnc1. As a reaction SMILES: [Br:21].[CH3:38][CH2:39][O:40][CH2:41][CH3:42].[Cl-:36].[Cl:11][C:12]([Cl:13])([Cl:14])[c:15]1[cH:16][cH:17][cH:18][cH:19][cH:20]1.[Cl:1][c:2]1[c:3]([CH2:4][Cl:5])[cH:6][cH:7][c:8]([Cl:10])[cH:9]1.[NH4+:37].[n:22]1[cH:23][c:24]([C:28](=[O:29])[CH2:30][CH2:31][C:32]([CH3:33])([CH3:34])[CH3:35])[cH:25][cH:26][cH:27]1>>[Cl:1][c:2]1[c:3]([CH2:4][C:28]([c:24]2[cH:23][n:22][cH:27][cH:26][cH:25]2)([OH:29])[CH2:30][CH2:31][C:32]([CH3:33])([CH3:34])[CH3:35])[cH:6][cH:7][c:8]([Cl:10])[cH:9]1. Starting materials: O1CCCC1.B (tetrahydrofuran borane), O1CCC2=C1C=CC(=C2)CCC(=O)O (3-(2,3-Dihydrobenzofuran-5-yl)propionic acid), O (Water), Cl (hydrochloric acid). The solvent is O1CCCC1 (tetrahydrofuran), O1CCCC1 (tetrahydrofuran). Run at time 16 hour. Product: O1CCC2=C1C=CC(=C2)CCCO (3-(2,3-dihydrobenzofuran-5-yl)-1-propanol). The yield is 103.0%. Reaction SMILES: [O:1]1[C:5]2[CH:6]=[CH:7][C:8]([CH2:10][CH2:11][C:12](O)=[O:13])=[CH:9][C:4]=2[CH2:3][CH2:2]1.O1CCCC1.B.O.Cl>O1CCCC1>[O:1]1[C:5]2[CH:6]=[CH:7][C:8]([CH2:10][CH2:11][CH2:12][OH:13])=[CH:9][C:4]=2[CH2:3][CH2:2]1 |f:1.2|. Procedure: 3-(2,3-Dihydrobenzofuran-5-yl)propionic acid (2.00 g) was dissolved in tetrahydrofuran (20 ml), and a tetrahydrofuran-borane.tetrahydrofuran solution (1 mol/l, 11.5 ml) was added dropwise to the mixture under ice-cooling. The mixture was stirred under ice-cooling for 1 hr, and further at room temperature for 16 hr. Water was added to the reaction mixture, and 1M aqueous hydrochloric acid solution was added. The mixture was extracted with ethyl acetate, washed with water, saturated aqueous sodium...